This data is from the Open Reaction Database (ORD), a public repository of structured organic reaction records. The task is: describe an organic reaction: reactants, conditions, products, and yield Starting materials: CC=1C=C(C=C(C1OCC1=CC=CC=C1)C)O (3,5-dimethyl-4-(phenylmethoxy)phenol), BrCCCC(C(=O)OC)(C)C (5-bromo-2,2-dimethylvaleric acid, methyl ester), C([O-])([O-])=O.[K+].[K+] (potassium carbonate). The solvent is C(C)#N (acetonitrile). The product is CC=1C=C(OCCCC(C(=O)OC)(C)C)C=C(C1OCC1=CC=CC=C1)C (5-[3,5-Dimethyl-4-(phenylmethoxy)phenoxy]-2,2-dimethylpentanoic acid, methyl ester). Yield: 112.1%. RXN SMILES: [CH3:1][C:2]1[CH:3]=[C:4]([OH:17])[CH:5]=[C:6]([CH3:16])[C:7]=1[O:8][CH2:9][C:10]1[CH:15]=[CH:14][CH:13]=[CH:12][CH:11]=1.Br[CH2:19][CH2:20][CH2:21][C:22]([CH3:28])([CH3:27])[C:23]([O:25][CH3:26])=[O:24].C(=O)([O-])[O-].[K+].[K+]>C(#N)C>[CH3:16][C:6]1[CH:5]=[C:4]([CH:3]=[C:2]([CH3:1])[C:7]=1[O:8][CH2:9][C:10]1[CH:11]=[CH:12][CH:13]=[CH:14][CH:15]=1)[O:17][CH2:19][CH2:20][CH2:21][C:22]([CH3:28])([CH3:27])[C:23]([O:25][CH3:26])=[O:24] |f:2.3.4|. Procedure: A mixture of 11.3 g (49.6 mmol) of 3,5-dimethyl-4-(phenylmethoxy)phenol (Example G), 13.3 g (1.2×49.6 mmol) of 5-bromo-2,2-dimethylvaleric acid, methyl ester (U.S. Pat. No. 4,665,226) and 8.2 g (1.2×49.6 mmol) of anhydrous potassium carbonate in 300 mL of acetonitrile is stirred at reflux for 18 hours. The reaction flask and inorganic residue are washed with fresh acetonitrile and the solvent is removed. A diethyl ether solution of the residual product is washed with 50 mL of 2N potassium hydrox... The reactants are C(=O)(OCC1=CC=CC=C1)NS(=O)(=O)N1C2CCC(C1C(=O)OCC)C2 (ethyl N-(carbobenzyloxyaminosulfonyl)-2-azabicyclo[2,2,1]heptan-3-carboxylate). The reagents and catalysts are [Pd] (Pd/C). Run in CO (methanol). Reaction conditions: time 3 hour. The product is NS(=O)(=O)N1C2CCC(C1C(=O)OCC)C2 (ethyl N-(aminosulfonyl)-2-azabicyclo[2,2,1]heptan-3-carboxylate). Isolated yield 87.0%. Reaction SMILES: C([NH:11][S:12]([N:15]1[CH:20]([C:21]([O:23][CH2:24][CH3:25])=[O:22])[CH:19]2[CH2:26][CH:16]1[CH2:17][CH2:18]2)(=[O:14])=[O:13])(OCC1C=CC=CC=1)=O>CO.[Pd]>[NH2:11][S:12]([N:15]1[CH:20]([C:21]([O:23][CH2:24][CH3:25])=[O:22])[CH:19]2[CH2:26][CH:16]1[CH2:17][CH2:18]2)(=[O:14])=[O:13]. Procedure: A solution of ethyl N-(carbobenzyloxyaminosulfonyl)-2-azabicyclo[2,2,1]heptan-3-carboxylate (40.35 g; 105.51 mmol) in methanol (300 ml) under nitrogen was cooled to 0° C. and 2.5 g of 10% Pd/C was added. The mixture was placed into a Parr Apparatus and hydrogenated for 3 hours at 50 psi. The catalyst was removed on a pad of CELITE® and the filtrate was concentrated in vacuo and purified by flash silica gel chromatography (35-40% ethyl acetate/hexane) to afford 22.79 g (87%) of ethyl N-(aminosulf... The reactants are final mixture, TEA, C(C)(C)(C)OC(N[C@H](CO[Si](C1=CC=CC=C1)(C1=CC=CC=C1)C(C)(C)C)C#C)=O (tert-butyl[(2S)-1-{[tert-butyl(diphenyl)silyl]oxy}but-3-yn-2-yl]carbamate), BrC1=NC=CC=C1N (2-bromopyridin-3-amine), halide, triflate ester. Reagents/catalysts: [Cu]I (copper(I) iodide), Cl[Pd]([P](C1=CC=CC=C1)(C2=CC=CC=C2)C3=CC=CC=C3)([P](C4=CC=CC=C4)(C5=CC=CC=C5)C6=CC=CC=C6)Cl (bis(triphenylphosphine)palladium(II) dichloride). Run in C(C)#N (acetonitrile). Run at time 5 minute. The product is C(C)(C)(C)OC(N[C@H](CO[Si](C1=CC=CC=C1)(C1=CC=CC=C1)C(C)(C)C)C#CC1=NC=CC=C1N)=O (tert-butyl[(2S)-4-(3-aminopyridin-2-yl)-1-{[tert-butyl(diphenyl)silyl]oxy}but-3-yn-2-yl]carbamate). The yield is 99.5%. RXN SMILES: [C:1]([O:5][C:6](=[O:30])[NH:7][C@@H:8]([C:28]#[CH:29])[CH2:9][O:10][Si:11]([C:24]([CH3:27])([CH3:26])[CH3:25])([C:18]1[CH:23]=[CH:22][CH:21]=[CH:20][CH:19]=1)[C:12]1[CH:17]=[CH:16][CH:15]=[CH:14][CH:13]=1)([CH3:4])([CH3:3])[CH3:2].Br[C:32]1[C:37]([NH2:38])=[CH:36][CH:35]=[CH:34][N:33]=1>Cl[Pd](Cl)([P](C1C=CC=CC=1)(C1C=CC=CC=1)C1C=CC=CC=1)[P](C1C=CC=CC=1)(C1C=CC=CC=1)C1C=CC=CC=1.[Cu]I.C(#N)C>[C:1]([O:5][C:6](=[O:30])[NH:7][C@@H:8]([C:28]#[C:29][C:32]1[C:37]([NH2:38])=[CH:36][CH:35]=[CH:34][N:33]=1)[CH2:9][O:10][Si:11]([C:24]([CH3:27])([CH3:26])[CH3:25])([C:12]1[CH:13]=[CH:14][CH:15]=[CH:16][CH:17]=1)[C:18]1[CH:19]=[CH:20][CH:21]=[CH:22][CH:23]=1)([CH3:4])([CH3:3])[CH3:2] |^1:41,60|. Procedure: A mixture of tert-butyl[(2S)-1-{[tert-butyl(diphenyl)silyl]oxy}but-3-yn-2-yl]carbamate (30, 144 mg, 0.340 mmol), 2-bromopyridin-3-amine (53 mg, 0.306 mmol) (or any other suitable halide or triflate ester) and bis(triphenylphosphine)palladium(II) dichloride (18 mg, 0.026 mmol) was dissolved in degassed dry TEA (1.2 mL, 8.61 mmol) and acetonitrile (0.6 ml), stirred for 5 minutes at room temperature and treated with copper(I) iodide (7 mg, 0.037 mmol). The final mixture was placed in a preheated oi... RXN SMILES: [CH2:23]1[O:24][CH2:25][CH2:26][CH2:27]1.[ClH:22].[F:3][c:4]1[c:5](-[c:11]2[cH:12][cH:13][c:14]([C:17](=[O:18])[O:19][CH2:20][CH3:21])[cH:15][cH:16]2)[cH:6][cH:7][c:8]([F:10])[cH:9]1.[Li+:1].[OH-:2].[OH2:28]>>[F:3][c:4]1[c:5](-[c:11]2[cH:12][cH:13][c:14]([C:17](=[O:18])[OH:19])[cH:15][cH:16]2)[cH:6][cH:7][c:8]([F:10])[cH:9]1. The product is O=C(O)c1ccc(-c2ccc(F)cc2F)cc1. The reactants are C1CCOC1, Cl, CCOC(=O)c1ccc(-c2ccc(F)cc2F)cc1, [Li+], [OH-], O. Starting materials: C(C)(C)(C)C=1N=C(C2=C(N1)N(N=N2)CC)N2CC(CC2)(F)F (5-tert-Butyl-7-(3,3-difluoro-pyrrolidin-1-yl)-3-ethyl-3H-[1,2,3]triazolo[4,5-d]pyrimidine), C(C)(C)(C)C=1N=C(C2=C(N1)NN=N2)N2CC(CC2)(F)F (5-tert-butyl-7-(3,3-difluoropyrrolidin-1-yl)-3H-[1,2,3]triazolo[4,5-d]pyrimidine), BrCC(=O)C1=CC=CC=C1 (2-bromo-1-phenylethanone). Yields the product C(C)(C)(C)C=1N=C(C=2C(N1)=NN(N2)CC(=O)C2=CC=CC=C2)N2CC(CC2)(F)F (2-[5-tert-Butyl-7-(3,3-difluoro-pyrrolidin-1-yl)-[1,2,3]triazolo[4,5-d]pyrimidin-2-yl]-1-phenyl-ethanone), solid. The yield is 55.0%. RXN SMILES: [C:1]([C:5]1[N:6]=[C:7]([N:16]2[CH2:20][CH2:19][C:18]([F:22])([F:21])[CH2:17]2)[C:8]2[N:13]=[N:12][N:11](CC)[C:9]=2[N:10]=1)([CH3:4])([CH3:3])[CH3:2].C(C1N=C(N2CCC(F)(F)C2)C2N=NNC=2N=1)(C)(C)C.Br[CH2:44][C:45]([C:47]1[CH:52]=[CH:51][CH:50]=[CH:49][CH:48]=1)=[O:46]>>[C:1]([C:5]1[N:6]=[C:7]([N:16]2[CH2:20][CH2:19][C:18]([F:21])([F:22])[CH2:17]2)[C:8]2[C:9](=[N:11][N:12]([CH2:44][C:45]([C:47]3[CH:52]=[CH:51][CH:50]=[CH:49][CH:48]=3)=[O:46])[N:13]=2)[N:10]=1)([CH3:3])([CH3:2])[CH3:4]. Procedure details: In analogy to the procedure described for the synthesis of 5-tert-butyl-7-(3,3-difluoro-pyrrolidin-1-yl)-3-ethyl-3H-[1,2,3]triazolo[4,5-d]pyrimidine (example 61), the title compound was prepared from 5-tert-butyl-7-(3,3-difluoropyrrolidin-1-yl)-3H-[1,2,3]triazolo[4,5-d]pyrimidine and 2-bromo-1-phenylethanone and isolated as light-green solid (9.5 mg, 55%). MS (m/e): 401.4 (MH+). Starting materials: C1CCOC1, CC(C)Sc1c(C(=O)O)sc2ccccc12, [NH4+], [OH-]. The product is CC(C)Sc1c(C(N)=O)sc2ccccc12. RXN SMILES: [CH2:19]1[O:20][CH2:21][CH2:22][CH2:23]1.[CH3:1][CH:2]([CH3:3])[S:4][c:5]1[c:6]2[c:7]([s:8][c:9]1[C:10](=[O:11])[OH:12])[cH:13][cH:14][cH:15][cH:16]2.[NH4+:18].[OH-:17]>>[CH3:1][CH:2]([CH3:3])[S:4][c:5]1[c:6]2[c:7]([s:8][c:9]1[C:10](=[O:11])[NH2:18])[cH:13][cH:14][cH:15][cH:16]2. The reactants are IC1=C(C(=O)O)C=C(C=C1)S(=O)(=O)C (2-Iodo-5-methanesulfonyl-benzoic acid), FC=1C=C(C=CC1F)B(O)O (3,4-difluoro-benzeneboronic acid). The product is FC=1C=C(C=CC1F)C=1C(=CC(=CC1)S(=O)(=O)C)C(=O)O (3′,4′-Difluoro-4-methanesulfonyl-biphenyl-2-carboxylic acid). Reaction SMILES: I[C:2]1[CH:10]=[CH:9][C:8]([S:11]([CH3:14])(=[O:13])=[O:12])=[CH:7][C:3]=1[C:4]([OH:6])=[O:5].[F:15][C:16]1[CH:17]=[C:18](B(O)O)[CH:19]=[CH:20][C:21]=1[F:22]>>[F:15][C:16]1[CH:17]=[C:18]([C:2]2[C:3]([C:4]([OH:6])=[O:5])=[CH:7][C:8]([S:11]([CH3:14])(=[O:13])=[O:12])=[CH:9][CH:10]=2)[CH:19]=[CH:20][C:21]=1[F:22]. Procedure: Prepared in analogy to Example B25 from 2-Iodo-5-methanesulfonyl-benzoic acid (example B19(b)) and 3,4-difluoro-benzeneboronic acid. Light brown solid. MS (m/e): 311.1 ([M−H], 100%). The reactants are C1CCOC1, COC(=O)c1cc(OCc2c(-c3ccc(F)cc3)noc2CO)nn1C, CCOC(C)=O, CO, Cl, [Li+], [OH-], O. Product: Cn1nc(OCc2c(-c3ccc(F)cc3)noc2CO)cc1C(=O)O. As a reaction SMILES: [CH2:36]1[O:37][CH2:38][CH2:39][CH2:40]1.[CH3:1][O:2][C:3](=[O:4])[c:5]1[n:6]([CH3:26])[n:7][c:8]([O:10][CH2:11][c:12]2[c:13](-[c:19]3[cH:20][cH:21][c:22]([F:25])[cH:23][cH:24]3)[n:14][o:15][c:16]2[CH2:17][OH:18])[cH:9]1.[CH3:30][CH2:31][O:32][C:33](=[O:34])[CH3:35].[CH3:41][OH:42].[ClH:29].[Li+:27].[OH-:28].[OH2:43]>>[O:2]=[C:3]([OH:4])[c:5]1[n:6]([CH3:26])[n:7][c:8]([O:10][CH2:11][c:12]2[c:13](-[c:19]3[cH:20][cH:21][c:22]([F:25])[cH:23][cH:24]3)[n:14][o:15][c:16]2[CH2:17][OH:18])[cH:9]1. The reactants are C=CCN1CCC(CC#N)CC1C(=O)OCC, CN(C)c1cccc2cccc(N(C)C)c12, C=COC(=O)Cl, ClCCl. Product: C=COC(=O)N1CCC(CC#N)CC1C(=O)OCC. Reaction SMILES: [C:1](#[N:2])[CH2:3][CH:4]1[CH2:5][CH:6]([C:13](=[O:14])[O:15][CH2:16][CH3:17])[N:7]([CH2:10][CH:11]=[CH2:12])[CH2:8][CH2:9]1.[CH3:24][N:25]([CH3:26])[c:27]1[c:28]2[c:29]([cH:30][cH:31][cH:32][c:33]2[N:34]([CH3:35])[CH3:36])[cH:37][cH:38][cH:39]1.[Cl:18][C:19](=[O:20])[O:21][CH:22]=[CH2:23].[Cl:40][CH2:41][Cl:42]>>[C:1](#[N:2])[CH2:3][CH:4]1[CH2:5][CH:6]([C:13](=[O:14])[O:15][CH2:16][CH3:17])[N:7]([C:19](=[O:20])[O:21][CH:22]=[CH2:23])[CH2:8][CH2:9]1. The reactants are NC=1SC=C(N1)C(C(=O)OCC)=O (ethyl 2-aminothiazol-4-ylglyoxylate), C1(=CC=CC=C1)N=C=O (phenyl isocyanate). The solvent is CN(C=O)C (dimethylformamide). Conditions: time 8 hour. Yields the product C1(=CC=CC=C1)NC(NC=1SC=C(N1)C(C(=O)OCC)=O)=O (Ethyl 2-(3-phenylureido)thiazol-4-ylglyoxylate). As a reaction SMILES: [NH2:1][C:2]1[S:3][CH:4]=[C:5]([C:7](=[O:13])[C:8]([O:10][CH2:11][CH3:12])=[O:9])[N:6]=1.[C:14]1([N:20]=[C:21]=[O:22])[CH:19]=[CH:18][CH:17]=[CH:16][CH:15]=1>CN(C)C=O>[C:14]1([NH:20][C:21](=[O:22])[NH:1][C:2]2[S:3][CH:4]=[C:5]([C:7](=[O:13])[C:8]([O:10][CH2:11][CH3:12])=[O:9])[N:6]=2)[CH:19]=[CH:18][CH:17]=[CH:16][CH:15]=1. Reported procedure: 10 g of ethyl 2-aminothiazol-4-ylglyoxylate were dissolved in 100 ml of dimethylformamide, and 7.14 g of phenyl isocyanate were added dropwise to the resulting solution under ice-cooling. The mixture was left to stand overnight, and the dimethylformamide was then evaporated off under reduced pressure. The crystals thus obtained were washed with water, dried and recrystallized from ethyl acetate, giving the desired compound as yellow crystals.